From a dataset of the Open Reaction Database (ORD), a public repository of structured organic reaction records. describe an organic reaction: reactants, conditions, products, and yield Reactants: [Cl-].[NH4+] (ammonium chloride), C1(C=CC=C2C3=CC=CC=C3C=C12)=O (fluorenone), CN1CCC(CC1)[Mg]Cl ((1-methyl-4-piperidyl)magnesium chloride), O1CCCC1 (tetrahydrofuran), O1CCCC1 (tetrahydrofuran). Conditions: time 8 hour. The product is OC1(C2=CC=CC=C2C=2C=CC=CC12)C1CCN(CC1)C (4-(9-Hydroxy-9-fluorenyl)-1-methylpiperidine). As a reaction SMILES: [C:1]1(=O)[C:13]2[C:5]([C:6]3[C:11]([CH:12]=2)=[CH:10][CH:9]=[CH:8][CH:7]=3)=[CH:4][CH:3]=[CH:2]1.[CH3:15][N:16]1[CH2:21][CH2:20][CH:19]([Mg]Cl)[CH2:18][CH2:17]1.[Cl-].[NH4+].[O:26]1CCCC1>>[OH:26][C:12]1([CH:19]2[CH2:20][CH2:21][N:16]([CH3:15])[CH2:17][CH2:18]2)[C:11]2[CH:10]=[CH:9][CH:8]=[CH:7][C:6]=2[C:5]2[C:13]1=[CH:1][CH:2]=[CH:3][CH:4]=2 |f:2.3|. Procedure details: A solution of 0.412 mol of fluorenone in 300 ml of tetrahydrofuran is added at 20° C. to a solution of 0.659 mol of (1-methyl-4-piperidyl)magnesium chloride in 600 ml of tetrahydrofuran. The mixture is left stirring overnight and then hydrolyzed in the cold state with ammonium chloride solution. The reaction medium is concentrated and the residue is taken up in one liter of water. The product is extracted with chloroform. The organic phase is dried over anhydrous sodium sulfate and then concentr... The product is NC1=CC=C(OC(C(=O)OCC)(C)C)C=C1 (ethyl 2-(4-aminophenoxy)-2-methylpropionate). Reported procedure: A mixture of 50.6 g. (0.2 mol) ethyl 2-methyl-2-(4-nitrophenoxy)-propionate, 500 ml. ethanol and about 20 g. 5% palladium charcoal is hydrogenated in a shaker at ambient temperature and atmospheric pressure until the necessary amount of hydrogen has been taken up. The reaction mixture is subsequently filtered with suction and the liquid phase is evaporated to give a quantitative yield of crude ethyl 2-(4-aminophenoxy)-2-methylpropionate in the form of a distillable oil (b.p. 134°-135° C./0.05 mm... RXN SMILES: [CH3:1][C:2]([O:9][C:10]1[CH:15]=[CH:14][C:13]([N+:16]([O-])=O)=[CH:12][CH:11]=1)([CH3:8])[C:3]([O:5][CH2:6][CH3:7])=[O:4].[H][H]>[Pd].C(O)C>[NH2:16][C:13]1[CH:12]=[CH:11][C:10]([O:9][C:2]([CH3:1])([CH3:8])[C:3]([O:5][CH2:6][CH3:7])=[O:4])=[CH:15][CH:14]=1. Starting materials: CC(C(=O)OCC)(C)OC1=CC=C(C=C1)[N+](=O)[O-] (ethyl 2-methyl-2-(4-nitrophenoxy)-propionate), [H][H] (hydrogen). The reagents and catalysts are [Pd] (palladium charcoal). Solvent: C(C)O (ethanol). Starting materials: C(C1=CC=CC=C1)OC(NC(C[C@H](C)NC1=CC=CC=C1)=O)=O ((S)-(3-phenylamino-butyryl)-carbamic acid benzyl ester), [BH4-].[Na+] (Sodium borohydride). Run in C(C)O (ethanol). Run at temperature -10 celsius, time 6 hour. Product: C(C1=CC=CC=C1)OC(N[C@@H]1C[C@@H](NC2=CC=CC=C12)C)=O ((2S, 4R)-(2-Methyl-1,2,3,4-tetrahydro-quinolin-4-yl)-carbamic acid benzyl ester). Yield: 94.0%. RXN SMILES: [CH2:1]([O:8][C:9](=[O:23])[NH:10][C:11](=O)[CH2:12][C@@H:13]([NH:15][C:16]1[CH:21]=[CH:20][CH:19]=[CH:18][CH:17]=1)[CH3:14])[C:2]1[CH:7]=[CH:6][CH:5]=[CH:4][CH:3]=1.[BH4-].[Na+]>C(O)C>[CH2:1]([O:8][C:9](=[O:23])[NH:10][C@H:11]1[C:21]2[C:16](=[CH:17][CH:18]=[CH:19][CH:20]=2)[NH:15][C@@H:13]([CH3:14])[CH2:12]1)[C:2]1[CH:7]=[CH:6][CH:5]=[CH:4][CH:3]=1 |f:1.2|. Procedure details: A clean, dry flask was charged with (S)-(3-phenylamino-butyryl)-carbamic acid benzyl ester (0.821 g, 2.63 mmol) followed by reagent grade ethanol (20 mL) and cooled to −10° C. Sodium borohydride (0.070 g, 1.84 mmol) was added to the solution in one portion. Nitrogen gas purging is maintained for 5 minutes. A solution of 3.3 M aqueous magnesium chloride solution (0.561 g MgCl2 6H2O in 1.5 mL water) was added at such a rate that the internal temperature did not exceed −5° C. Once addition was comp... Reactants: C(C1=CC=CC=C1)C(C(=O)OC)C=O (methyl 2-benzyl-3-oxopropanoate), C(C1=CC=CC=C1)OCCCN(S(=O)(=O)C=1C=NC(=CC1)NN)C1CCCC1 (N-[3-(benzyloxy)propyl]-N-cyclopentyl-6-hydrazinylpyridine-3-sulfonamide). The product is C(C1=CC=CC=C1)C1=CNN(C1=O)C1=CC=C(C=N1)S(=O)(=O)N(C1CCCC1)CCCOCC1=CC=CC=C1 (6-(4-benzyl-5-oxo-2,5-dihydro-1H-pyrazol-1-yl)-N-[3-(benzyloxy)propyl]-N-cyclopentylpyridine-3-sulfonamide). The yield is 53.7%. As a reaction SMILES: [CH2:1]([CH:8]([CH:13]=O)[C:9]([O:11]C)=O)[C:2]1[CH:7]=[CH:6][CH:5]=[CH:4][CH:3]=1.[CH2:15]([O:22][CH2:23][CH2:24][CH2:25][N:26]([CH:38]1[CH2:42][CH2:41][CH2:40][CH2:39]1)[S:27]([C:30]1[CH:31]=[N:32][C:33]([NH:36][NH2:37])=[CH:34][CH:35]=1)(=[O:29])=[O:28])[C:16]1[CH:21]=[CH:20][CH:19]=[CH:18][CH:17]=1>>[CH2:1]([C:8]1[C:9](=[O:11])[N:36]([C:33]2[N:32]=[CH:31][C:30]([S:27]([N:26]([CH2:25][CH2:24][CH2:23][O:22][CH2:15][C:16]3[CH:17]=[CH:18][CH:19]=[CH:20][CH:21]=3)[CH:38]3[CH2:42][CH2:41][CH2:40][CH2:39]3)(=[O:29])=[O:28])=[CH:35][CH:34]=2)[NH:37][CH:13]=1)[C:2]1[CH:3]=[CH:4][CH:5]=[CH:6][CH:7]=1. Procedure: According to the process described in Example 1.3, starting with 0.19 g of methyl 2-benzyl-3-oxopropanoate and 0.4 g of N-[3-(benzyloxy)propyl]-N-cyclopentyl-6-hydrazinylpyridine-3-sulfonamide, 0.29 g of 6-(4-benzyl-5-oxo-2,5-dihydro-1H-pyrazol-1-yl)-N-[3-(benzyloxy)propyl]-N-cyclopentylpyridine-3-sulfonamide is obtained in the form of a beige-coloured solid. Reaction conditions: temperature 70 celsius. Run in C(C)O (ethanol). Isolated yield 52.9%. Reactants: [N+](=O)([O-])C=1C=C(C(=S)N)C=CC1 (3-Nitrothiobenzamide), ClC(C(=O)OCC)C(=O)C (ethyl 2-chloroacetoacetate). The product is CC=1N=C(SC1C(=O)O)C1=CC(=CC=C1)[N+](=O)[O-] (4-methyl-2-(3-nitrophenyl)-5-thiazolecarboxylic acid). As a reaction SMILES: [N+:1]([C:4]1[CH:5]=[C:6]([CH:10]=[CH:11][CH:12]=1)[C:7]([NH2:9])=[S:8])([O-:3])=[O:2].Cl[CH:14]([C:20]([CH3:22])=O)[C:15]([O:17]CC)=[O:16]>C(O)C>[CH3:22][C:20]1[N:9]=[C:7]([C:6]2[CH:10]=[CH:11][CH:12]=[C:4]([N+:1]([O-:3])=[O:2])[CH:5]=2)[S:8][C:14]=1[C:15]([OH:17])=[O:16]. Procedure details: 730 mg of 3-Nitrothiobenzamide was dissolved in 5 ml of ethanol, 725 mg of ethyl 2-chloroacetoacetate was added to the solution, and the mixture was heated under reflux for 18 hours. After the reaction mixture was cooled, the precipitated crystal was collected by filtration and recrystallized from a mixed solvent consisting of 10 ml of ethanol and 5 ml of ethyl acetate. 800 mg out of 898 mg of the resulting crystal was suspended in 10 ml of ethanol, 10 ml of an aqueous 1N sodium hydroxide soluti...